From a dataset of the Open Reaction Database (ORD), a public repository of structured organic reaction records. describe an organic reaction: reactants, conditions, products, and yield Reactants: C(C1=CC=CC=C1)N1CCC(CC1)C1C(NC2=CC=CC=C2C1O)=O (3-(1-Benzylpiperidin-4-yl)-4-hydroxy-3,4-dihydroquinolin-2(1H)-one), O.C1(=CC=C(C=C1)S(=O)(=O)O)C (p-Toluenesulfonic acid monohydrate). Run in C1=CC=CC=C1 (benzene). Reaction conditions: time 1 hour. Yields the product C(C1=CC=CC=C1)N1CCC(CC1)C=1C(NC2=CC=CC=C2C1)=O (3-(1-Benzylpiperidin-4-yl)quinolin-2(1H)-one). Yield: 63.0%. As a reaction SMILES: [CH2:1]([N:8]1[CH2:13][CH2:12][CH:11]([CH:14]2[CH:23](O)[C:22]3[C:17](=[CH:18][CH:19]=[CH:20][CH:21]=3)[NH:16][C:15]2=[O:25])[CH2:10][CH2:9]1)[C:2]1[CH:7]=[CH:6][CH:5]=[CH:4][CH:3]=1.O.C1(C)C=CC(S(O)(=O)=O)=CC=1>C1C=CC=CC=1>[CH2:1]([N:8]1[CH2:9][CH2:10][CH:11]([C:14]2[C:15](=[O:25])[NH:16][C:17]3[C:22]([CH:23]=2)=[CH:21][CH:20]=[CH:19][CH:18]=3)[CH2:12][CH2:13]1)[C:2]1[CH:7]=[CH:6][CH:5]=[CH:4][CH:3]=1 |f:1.2|. Procedure: 3-(1-Benzylpiperidin-4-yl)-4-hydroxy-3,4-dihydroquinolin-2(1H)-one (550 mg, 1.6 mmol) was suspended in benzene (10 mL). p-Toluenesulfonic acid monohydrate (370 mg, 1.9 mmol) was added to the mixture. The reaction was heated to reflux and held there for 1 h. The reaction mixture was concentrated in vacuo. The resulting residue was dissolved in 10% ethanol/dichloromethane (50 mL) and washed with aqueous sodium bicarbonate (2×). The organic layer was dried (magnesium sulfate), filtered, and concent...